This data is from the Open Reaction Database (ORD), a public repository of structured organic reaction records. The task is: describe an organic reaction: reactants, conditions, products, and yield The reactants are FC=1C=C(C=CC1)C1=C2CC(NC2=CC=C1)=O (4-(3-fluoro-phenyl)-1,3-dihydro-indol-2-one), N1(N=NC=C1)CCNC(=O)C1=C(NC(=C1C)C=O)C (5-formyl-2,4-dimethyl-1H-pyrrole-3-carboxylic acid (2-[1,2,3]triazol-1-yl-ethyl)-amide). The reagents and catalysts are N1CCCCC1 (piperidine). Run in C(C)O (ethanol). Reaction conditions: time 3 day. Product: N1(N=NC=C1)CCNC(=O)C1=C(NC(=C1C)C=C1C(NC2=CC=CC(=C12)C1=CC(=CC=C1)F)=O)C (5-[4-(3-fluoro-phenyl)2-oxo-1,2-dihydro-indol-3-ylidenemethyl]-2,4-dimethyl-1H-pyrrole-3-carboxylic acid (2-[1,2,3]triazol-1-yl-ethyl)-amide). Isolated yield 42.4%. RXN SMILES: [F:1][C:2]1[CH:3]=[C:4]([C:8]2[CH:16]=[CH:15][CH:14]=[C:13]3[C:9]=2[CH2:10][C:11](=[O:17])[NH:12]3)[CH:5]=[CH:6][CH:7]=1.[N:18]1([CH2:23][CH2:24][NH:25][C:26]([C:28]2[C:32]([CH3:33])=[C:31]([CH:34]=O)[NH:30][C:29]=2[CH3:36])=[O:27])[CH:22]=[CH:21][N:20]=[N:19]1>C(O)C.N1CCCCC1>[N:18]1([CH2:23][CH2:24][NH:25][C:26]([C:28]2[C:32]([CH3:33])=[C:31]([CH:34]=[C:10]3[C:9]4[C:13](=[CH:14][CH:15]=[CH:16][C:8]=4[C:4]4[CH:5]=[CH:6][CH:7]=[C:2]([F:1])[CH:3]=4)[NH:12][C:11]3=[O:17])[NH:30][C:29]=2[CH3:36])=[O:27])[CH:22]=[CH:21][N:20]=[N:19]1. Procedure: To a solution of 4-(3-fluoro-phenyl)-1,3-dihydro-indol-2-one (56.8 mg, 0.25 mmol) and 5-formyl-2,4-dimethyl-1H-pyrrole-3-carboxylic acid (2-[1,2,3]triazol-1-yl-ethyl)-amide (67.9 mg, 0.26 mmol) in ethanol (2 mL) was added piperidine (3 drops). The reaction mixture was stirred at room temperature for three days. A yellow solid product was precipitated out, filtered, washed by ethanol for three times, and dried under high vacuum to provide pure product 5-[4-(3-fluoro-phenyl)2-oxo-1,2-dihydro-indol...